This data is from the Open Reaction Database (ORD), a public repository of structured organic reaction records. The task is: describe an organic reaction: reactants, conditions, products, and yield Reactants: Cl.COC=1C=C(C=CC1OC)C=1C(C(N(N1)C1CCNCC1)=O)(C)C (5-(3,4-dimethoxyphenyl)-4,4-dimethyl-2-(piperidin-4-yl)-2,4-dihydro-3H-pyrazol-3-one hydrochloride), Cl.COC=1C=C(C=CC1OC)C=1C(C(N(N1)C1CCNCC1)=O)(C)C (5-(3,4-dimethoxyphenyl)-4,4-dimethyl-2-(piperidin-4-yl)-2,4-dihydro-3H-pyrazol-3-one hydrochloride), C1(=NC=CC2=CC=CC=C12)C(=O)O (isoquinoline-1-carboxylic acid). Product: COC=1C=C(C=CC1OC)C=1C(C(N(N1)C1CCN(CC1)C(=O)C1=NC=CC2=CC=CC=C12)=O)(C)C (5-(3,4-Dimethoxyphenyl)-2-[1-(isoquinolin-1-ylcarbonyl)piperidin-4-yl]-4,4-dimethyl-2,4-dihydro-3H-pyrazol-3-one). As a reaction SMILES: Cl.[CH3:2][O:3][C:4]1[CH:5]=[C:6]([C:12]2[C:13]([CH3:25])([CH3:24])[C:14](=[O:23])[N:15]([CH:17]3[CH2:22][CH2:21][NH:20][CH2:19][CH2:18]3)[N:16]=2)[CH:7]=[CH:8][C:9]=1[O:10][CH3:11].[C:26]1([C:36](O)=[O:37])[C:35]2[C:30](=[CH:31][CH:32]=[CH:33][CH:34]=2)[CH:29]=[CH:28][N:27]=1>>[CH3:2][O:3][C:4]1[CH:5]=[C:6]([C:12]2[C:13]([CH3:25])([CH3:24])[C:14](=[O:23])[N:15]([CH:17]3[CH2:22][CH2:21][N:20]([C:36]([C:26]4[C:35]5[C:30](=[CH:31][CH:32]=[CH:33][CH:34]=5)[CH:29]=[CH:28][N:27]=4)=[O:37])[CH2:19][CH2:18]3)[N:16]=2)[CH:7]=[CH:8][C:9]=1[O:10][CH3:11] |f:0.1|. Reported procedure: The title compound is prepared analogously as described for GP2-WU2 using 5-(3,4-dimethoxyphenyl)-4,4-dimethyl-2-(piperidin-4-yl)-2,4-dihydro-3H-pyrazol-3-one (compound B1) and isoquinoline-1-carboxylic acid as starting compounds. The crude product is purified by chromatography (silica gel and DCM/diethyl ether/methanol=5:5:1) to yield the title compound. Reactants: [Cl-].[Na+] (sodium chloride), C([O-])([O-])=O.[Na+].[Na+] (sodium carbonate), CI (methyl iodide), C(C1=CC=CC=C1)OC=1C(N=C(NC1)CO)=O (5-(Benzyloxy)-2-(hydroxymethyl)-4(1H)-pyrimidinone). Run in ClCCl (dichloromethane), CO (methanol). Run at time 4 day. The product is C(C1=CC=CC=C1)OC=1C(N(C(=NC1)CO)C)=O (5-(benzyloxy)-2-(hydroxymethyl)-3-methyl-4(3H)-pyrimidinone). The yield is 49.2%. As a reaction SMILES: [CH2:1]([O:8][C:9]1[C:10](=[O:17])[N:11]=[C:12]([CH2:15][OH:16])[NH:13][CH:14]=1)[C:2]1[CH:7]=[CH:6][CH:5]=[CH:4][CH:3]=1.[C:18](=O)([O-])[O-].[Na+].[Na+].CI.[Cl-].[Na+]>CO.ClCCl>[CH2:1]([O:8][C:9]1[C:10](=[O:17])[N:11]([CH3:18])[C:12]([CH2:15][OH:16])=[N:13][CH:14]=1)[C:2]1[CH:3]=[CH:4][CH:5]=[CH:6][CH:7]=1 |f:1.2.3,5.6|. Procedure details: 5-(Benzyloxy)-2-(hydroxymethyl)-4(1H)-pyrimidinone (2.3 g) are dissolved in 20 ml of absolute methanol. The solution is treated with 4.24 g (40 mmol) of sodium carbonate and 10 ml of methyl iodide and stirred at room temperature for 4 days. Now, 400 ml of dichloromethane and 100 ml of saturated sodium chloride solution are added thereto, the organic phase is separated, dried over sodium sulphate and concentrated. The residue is chromatographed of 100 g of silica gel (0.063-0.2 mm). The two produ...